This data is from the Open Reaction Database (ORD), a public repository of structured organic reaction records. The task is: describe an organic reaction: reactants, conditions, products, and yield Reactants: FC1=CC=C(C=C1)OC(N(C)[C@@H]1CN(C[C@H]1C1=CC(=C(C=C1)Cl)Cl)CC1=CC=CC=C1)=O ([(3S,4R)-1-Benzyl-4-(3,4-dichloro-phenyl)-pyrrolidin-3-yl]-methyl-carbamic acid 4-fluoro-phenyl ester), C(C1=CC=CC=C1)N1C[C@H]([C@@H](C1)C1=CC=C(C=C1)F)NC (rac-[(3S,4R)-1-Benzyl-4-(4-fluoro-phenyl)-pyrrolidin-3-yl]-methyl-amine), ClC(=O)OC1=CC=C(C=C1)F (4-fluorophenyl chloroformate). The product is FC1=CC=C(C=C1)OC(N(C)[C@@H]1CN(C[C@H]1C1=CC=C(C=C1)F)CC1=CC=CC=C1)=O ([(3S,4R)-1-Benzyl-4-(4-fluoro-phenyl)-pyrrolidin-3-yl]-methyl-carbamic acid 4-fluoro-phenyl ester). RXN SMILES: [F:1][C:2]1[CH:7]=[CH:6][C:5]([O:8][C:9](=[O:32])[N:10]([C@H:12]2[C@H:16]([C:17]3[CH:22]=[CH:21][C:20](Cl)=[C:19](Cl)[CH:18]=3)[CH2:15][N:14]([CH2:25][C:26]3[CH:31]=[CH:30][CH:29]=[CH:28][CH:27]=3)[CH2:13]2)[CH3:11])=[CH:4][CH:3]=1.C(N1C[C@@H](C2C=CC([F:51])=CC=2)[C@H](NC)C1)C1C=CC=CC=1.ClC(OC1C=CC(F)=CC=1)=O>>[F:1][C:2]1[CH:7]=[CH:6][C:5]([O:8][C:9](=[O:32])[N:10]([C@H:12]2[C@H:16]([C:17]3[CH:22]=[CH:21][C:20]([F:51])=[CH:19][CH:18]=3)[CH2:15][N:14]([CH2:25][C:26]3[CH:31]=[CH:30][CH:29]=[CH:28][CH:27]=3)[CH2:13]2)[CH3:11])=[CH:4][CH:3]=1. Reported procedure: In analogy to the procedure described for the synthesis of [(3S,4R)-1-Benzyl-4-(3,4-dichloro-phenyl)-pyrrolidin-3-yl]-methyl-carbamic acid 4-fluoro-phenyl ester (example 265, a) the title compound was prepared from rac-[(3S,4R)-1-Benzyl-4-(4-fluoro-phenyl)-pyrrolidin-3-yl]-methyl-amine (WO2008128891) and 4-fluorophenyl chloroformate. MS m/e: 423.3 [M+H]+. This was followed by column chromatography on Chiralpak AD eluting with a gradient formed from ethanol and heptane. The product containing fra...